This data is from the Open Reaction Database (ORD), a public repository of structured organic reaction records. The task is: describe an organic reaction: reactants, conditions, products, and yield Reactants: C1(=CC=C(C=C1)S(=O)(=O)N1CCN(CCN(CCN(CCCC1)C(C1=CC=CC=C1)(C1=CC=CC=C1)C1=CC=CC=C1)S(=O)(=O)C1=CC=C(C=C1)C)CC1=CC=CC=C1)C (1,7-di-(p-toluenesulfonyl)-4-benzyl-10-trityl-1,4,7,10-tetraazacyclotetradecane). Reagents/catalysts: [Pd] (Pd/C). Product: C1(=CC=C(C=C1)S(=O)(=O)N1CCNCCN(CCNCCCC1)S(=O)(=O)C1=CC=C(C=C1)C)C (1,7-Di-(p-toluenesulfonyl)-1,4,7,10-tetraazacyclotetradecane). Reaction SMILES: [C:1]1([CH3:60])[CH:6]=[CH:5][C:4]([S:7]([N:10]2[CH2:23][CH2:22][CH2:21][CH2:20][N:19](C(C3C=CC=CC=3)(C3C=CC=CC=3)C3C=CC=CC=3)[CH2:18][CH2:17][N:16]([S:43]([C:46]3[CH:51]=[CH:50][C:49]([CH3:52])=[CH:48][CH:47]=3)(=[O:45])=[O:44])[CH2:15][CH2:14][N:13](CC3C=CC=CC=3)[CH2:12][CH2:11]2)(=[O:9])=[O:8])=[CH:3][CH:2]=1>[Pd]>[C:1]1([CH3:60])[CH:2]=[CH:3][C:4]([S:7]([N:10]2[CH2:23][CH2:22][CH2:21][CH2:20][NH:19][CH2:18][CH2:17][N:16]([S:43]([C:46]3[CH:51]=[CH:50][C:49]([CH3:52])=[CH:48][CH:47]=3)(=[O:44])=[O:45])[CH2:15][CH2:14][NH:13][CH2:12][CH2:11]2)(=[O:9])=[O:8])=[CH:5][CH:6]=1. Procedure: From 1,7-di-(p-toluenesulfonyl)-4-benzyl-10-trityl-1,4,7,10-tetraazacyclotetradecane (1.3.13.24) reduced by H2 and Pd/C. As a reaction SMILES: C[O:2][C:3](=[O:31])[C:4]([CH3:30])([CH3:29])[CH2:5][NH:6][C:7]([C:9]1[N:10]=[C:11]([C:27]#[N:28])[C:12]2[C:17]([C:18]=1[OH:19])=[CH:16][CH:15]=[C:14]([S:20][C:21]1[CH:26]=[CH:25][CH:24]=[CH:23][CH:22]=1)[CH:13]=2)=[O:8].[OH-].[Na+].Cl>CO>[C:27]([C:11]1[C:12]2[C:17](=[CH:16][CH:15]=[C:14]([S:20][C:21]3[CH:22]=[CH:23][CH:24]=[CH:25][CH:26]=3)[CH:13]=2)[C:18]([OH:19])=[C:9]([C:7]([NH:6][CH2:5][C:4]([CH3:30])([CH3:29])[C:3]([OH:31])=[O:2])=[O:8])[N:10]=1)#[N:28] |f:1.2|. The yield is 62.6%. Conditions: time 3 hour. Procedure: A mixture of 3-[(1-cyano-4-hydroxy-7-phenylsulfanyl-isoquinoline-3-carbonyl)-amino]-2,2-dimethyl-propionic acid methyl ester (46 mg, 0.11 mmol), 2 M NaOH (2 mL) and MeOH (2 mL) was stirred at r.t. for 3 h. 1 M HCl was added until pH was ˜2, and the resulting suspension was extracted with EtOAc. The organic layer was dried over MgSO4 and concentrated. The crude product was purified by column chromatography (0-25% EtOAc/hexanes+2% AcOH) to give 29 mg of the title compound. MS: (−) m/z 420.09 (M−1)... The solvent is CO (MeOH). Yields the product C(#N)C1=NC(=C(C2=CC=C(C=C12)SC1=CC=CC=C1)O)C(=O)NCC(C(=O)O)(C)C (3-[(1-Cyano-4-hydroxy-7-phenylsulfanyl-isoquinoline-3-carbonyl)-amino]-2,2-dimethyl-propionic acid). Reactants: COC(C(CNC(=O)C=1N=C(C2=CC(=CC=C2C1O)SC1=CC=CC=C1)C#N)(C)C)=O (3-[(1-cyano-4-hydroxy-7-phenylsulfanyl-isoquinoline-3-carbonyl)-amino]-2,2-dimethyl-propionic acid methyl ester), [OH-].[Na+] (NaOH), Cl (HCl).